Dataset: the Open Reaction Database (ORD), a public repository of structured organic reaction records. Task: describe an organic reaction: reactants, conditions, products, and yield The reactants are COC(=O)COc1cc2c(c3c1c(C(=O)C(N)=O)c(C)n3Cc1ccccc1-c1ccccc1)CCC2, [Li+], C1COCCO1, [OH-]. The product is Cc1c(C(=O)C(N)=O)c2c(OCC(=O)O)cc3c(c2n1Cc1ccccc1-c1ccccc1)CCC3. Reaction SMILES: [CH3:1][O:2][C:3]([CH2:4][O:5][c:6]1[c:7]2[c:8]([C:32]([C:33](=[O:34])[NH2:35])=[O:36])[c:9]([CH3:31])[n:10]([CH2:18][c:19]3[c:20](-[c:25]4[cH:26][cH:27][cH:28][cH:29][cH:30]4)[cH:21][cH:22][cH:23][cH:24]3)[c:11]2[c:12]2[c:13]([cH:14]1)[CH2:15][CH2:16][CH2:17]2)=[O:37].[Li+:38].[O:40]1[CH2:41][CH2:42][O:43][CH2:44][CH2:45]1.[OH-:39]>>[O:2]=[C:3]([CH2:4][O:5][c:6]1[c:7]2[c:8]([C:32]([C:33](=[O:34])[NH2:35])=[O:36])[c:9]([CH3:31])[n:10]([CH2:18][c:19]3[c:20](-[c:25]4[cH:26][cH:27][cH:28][cH:29][cH:30]4)[cH:21][cH:22][cH:23][cH:24]3)[c:11]2[c:12]2[c:13]([cH:14]1)[CH2:15][CH2:16][CH2:17]2)[OH:37]. Reaction SMILES: C([O:3][C:4](=[O:31])[CH2:5][N:6]1[N:12]=[C:11]([C:13]2[CH:18]=[CH:17][CH:16]=[CH:15][C:14]=2[Cl:19])[C:10]2[CH:20]=[C:21]([Cl:24])[CH:22]=[CH:23][C:9]=2[N:8]([CH2:25][C:26]([CH3:29])([CH3:28])[CH3:27])[C:7]1=[O:30])C.[OH-].[Na+].O.Cl>C(O)C>[Cl:24][C:21]1[CH:22]=[CH:23][C:9]2[N:8]([CH2:25][C:26]([CH3:29])([CH3:28])[CH3:27])[C:7](=[O:30])[N:6]([CH2:5][C:4]([OH:31])=[O:3])[N:12]=[C:11]([C:13]3[CH:18]=[CH:17][CH:16]=[CH:15][C:14]=3[Cl:19])[C:10]=2[CH:20]=1 |f:1.2|. The reactants are C(C)OC(CN1C(N(C2=C(C(=N1)C1=C(C=CC=C1)Cl)C=C(C=C2)Cl)CC(C)(C)C)=O)=O (7-Chloro-5-(2-chlorophenyl)-1-neopentyl-1,2-dihydro-2-oxo-3H-1,3,4-benzotriazepine-3-acetic acid ethyl ester), aqueous solution, [OH-].[Na+] (sodium hydroxide), O (water), Cl (HCl). Yields the product ClC=1C=CC2=C(C(=NN(C(N2CC(C)(C)C)=O)CC(=O)O)C2=C(C=CC=C2)Cl)C1 (7-Chloro-5-(2-chlorophenyl)-1-neopentyl-1,2-dihydro-2-oxo-3H-1,3,4-benzotriazepine-3-acetic acid). The solvent is C(C)O (ethanol). Run at time 4 hour. The yield is 60.5%. Procedure details: To a solution of 7-chloro-5-(2-chlorophenyl)-1-neopentyl-1,2-dihydro-2-oxo-3H-1,3,4-benzotriazepine-3-acetic acid ethyl ester obtained in Example 56 (0.16 g) in ethanol (3 ml) was added a 1N aqueous solution of sodium hydroxide (0.3 ml). The mixture was stirred for 4 hours at room temperature. To the reaction mixture was added water (50 ml), which was made acid with 1N HCl, then the solution was concentrated. To the concentrate was added dichloromethane (50 ml), which was washed with water, then... The product is CC1(C)CC(c2ccc(Cl)c(Cl)c2)c2ccccc2C1N. Reactants: CC(=O)O, CC1(C)CC(c2ccc(Cl)c(Cl)c2)c2ccccc2C1=NO. Reaction SMILES: [CH3:23][C:24](=[O:25])[OH:26].[Cl:1][c:2]1[cH:3][c:4]([CH:9]2[CH2:10][C:11]([CH3:21])([CH3:22])[C:12](=[N:19][OH:20])[c:13]3[cH:14][cH:15][cH:16][cH:17][c:18]32)[cH:5][cH:6][c:7]1[Cl:8]>>[Cl:1][c:2]1[cH:3][c:4]([CH:9]2[CH2:10][C:11]([CH3:21])([CH3:22])[CH:12]([NH2:19])[c:13]3[cH:14][cH:15][cH:16][cH:17][c:18]32)[cH:5][cH:6][c:7]1[Cl:8]. Starting materials: CC=1NC(=CC1)C (2,5-dimethyl-1H-pyrrole), N1=CC=CC=C1 (pyridine), N1=CC=CC=C1 (pyridine), ClC1=CC(=C(N=N1)OC1=C(C=CC=C1C)C1CC1)O (6-chloro-3-(2-cyclopropyl-6-methylphenoxy)-4-pyridazinol), C(=O)(Cl)Cl.C1(=CC=CC=C1)C (phosgene toluene). The solvent is C1(=CC=CC=C1)C (toluene), O (water). Yields the product CC=1N(C(=CC1)C)C(=O)OC1=C(N=NC(=C1)Cl)OC1=C(C=CC=C1C)C1CC1 (6-chloro-3-(2-cyclopropyl-6-methylphenoxy)-4-pyridazinyl 2,5-dimethyl-1H-pyrrole-1-carboxylate). The yield is 16.7%. RXN SMILES: [CH3:1][C:2]1[NH:3][C:4]([CH3:7])=[CH:5][CH:6]=1.N1C=CC=CC=1.[C:14](Cl)(Cl)=[O:15].C1(C)C=CC=CC=1.[Cl:25][C:26]1[N:31]=[N:30][C:29]([O:32][C:33]2[C:38]([CH3:39])=[CH:37][CH:36]=[CH:35][C:34]=2[CH:40]2[CH2:42][CH2:41]2)=[C:28]([OH:43])[CH:27]=1>O.C1(C)C=CC=CC=1>[CH3:1][C:2]1[N:3]([C:14]([O:43][C:28]2[CH:27]=[C:26]([Cl:25])[N:31]=[N:30][C:29]=2[O:32][C:33]2[C:38]([CH3:39])=[CH:37][CH:36]=[CH:35][C:34]=2[CH:40]2[CH2:42][CH2:41]2)=[O:15])[C:4]([CH3:7])=[CH:5][CH:6]=1 |f:2.3|. Procedure: 37.4 mg (0.393 mmol) of 2,5-dimethyl-1H-pyrrole was mixed with toluene (1 mL), 40.0 L (0.407 mmol) of pyridine, then 0.34 mL (0.367 mmol) of 1.08 mol/L phosgene-toluene solution were added to the mixture in an ice bath with stirring, and the resulting mixture was stirred for 1 hour. To the mixture were added 40.0 L (0.407 mmol) of pyridine, then 100 mg (0.361 mmol) of 6-chloro-3-(2-cyclopropyl-6-methylphenoxy)-4-pyridazinol, and the resulting mixture was stirred for 3 hours. The reaction mixture...